Dataset: the Open Reaction Database (ORD), a public repository of structured organic reaction records. Task: describe an organic reaction: reactants, conditions, products, and yield Reactants: O=C(Cl)OCc1ccccc1, Nc1cccnc1N, C1CCOC1, c1ccncc1. Product: Nc1ncccc1NC(=O)OCc1ccccc1. Reaction SMILES: [CH2:9]([c:10]1[cH:11][cH:12][cH:13][cH:14][cH:15]1)[O:16][C:17](=[O:18])[Cl:19].[NH2:1][c:2]1[n:3][cH:4][cH:5][cH:6][c:7]1[NH2:8].[O:26]1[CH2:27][CH2:28][CH2:29][CH2:30]1.[n:20]1[cH:21][cH:22][cH:23][cH:24][cH:25]1>>[NH2:1][c:2]1[n:3][cH:4][cH:5][cH:6][c:7]1[NH:8][C:17]([O:16][CH2:9][c:10]1[cH:11][cH:12][cH:13][cH:14][cH:15]1)=[O:18]. Reactants: CC=1C=C(C=CC1)C=1OC=CC1 (2-(3-methylphenyl)furan), BrN1C(CCC1=O)=O (N-bromosuccinimide). Reagents/catalysts: C(C1=CC=CC=C1)(=O)OOC(C1=CC=CC=C1)=O (benzoyl peroxide), C(C1=CC=CC=C1)(=O)OOC(C1=CC=CC=C1)=O (benzoyl peroxide). Solvent: C(Cl)(Cl)(Cl)Cl (carbon tetrachloride). Reaction conditions: time 18 hour. Yields the product BrC=1OC(=CC1)C1=CC(=CC=C1)C (2-bromo-5-(3-methylphenyl)furan). The yield is 91.7%. RXN SMILES: [CH3:1][C:2]1[CH:3]=[C:4]([C:8]2[O:9][CH:10]=[CH:11][CH:12]=2)[CH:5]=[CH:6][CH:7]=1.[Br:13]N1C(=O)CCC1=O>C(Cl)(Cl)(Cl)Cl.C(OOC(=O)C1C=CC=CC=1)(=O)C1C=CC=CC=1>[Br:13][C:10]1[O:9][C:8]([C:4]2[CH:5]=[CH:6][CH:7]=[C:2]([CH3:1])[CH:3]=2)=[CH:12][CH:11]=1. Reported procedure: A stirred solution of 10.0 g (0.063 mol) of 2-(3-methylphenyl)furan in 250 mL of carbon tetrachloride was heated to reflux, and 0.1 g of benzoyl peroxide was added. The solution was heated at reflux for ten minutes, then an additional 0.1 g of benzoyl peroxide followed by 11.2 g (0.063 mol) of N-bromosuccinimide, were added. Upon complete addition, refluxing was continued for an additional 18 hours. The reaction mixture was cooled, filtered, and the filtrate washed with 200 mL of a saturated aqu... Starting materials: C(#N)C1=C(C(=C(C(=O)NC2=C(C=C(C=C2C)C(C(F)(F)F)(C(F)(F)F)F)C)C=C1)F)F (4-cyano-2,3-difluoro-N-[2,6-dimethyl-4-(1,2,2,2-tetrafluoro-1-trifluoromethyl-ethyl)-phenyl]-benzamide), C([O-])([O-])=O.[NH4+].[NH4+] (ammonium carbonate). Run in CS(=O)C (dimethyl-sulfoxide). Run at temperature 100 celsius. Yields the product NC=1C(=C(C(=O)NC2=C(C=C(C=C2C)C(C(F)(F)F)(C(F)(F)F)F)C)C=CC1C#N)F (3-amino-4-cyano-N-[2,6-dimethyl-4-(1,2,2,2-tetrafluoro-1-trifluoromethyl-ethyl)-phenyl]-2-fluorobenzamide). Yield: 42.0%. Reaction SMILES: [C:1]([C:3]1[CH:29]=[CH:28][C:6]([C:7]([NH:9][C:10]2[C:15]([CH3:16])=[CH:14][C:13]([C:17]([F:26])([C:22]([F:25])([F:24])[F:23])[C:18]([F:21])([F:20])[F:19])=[CH:12][C:11]=2[CH3:27])=[O:8])=[C:5]([F:30])[C:4]=1F)#[N:2].C(=O)([O-])[O-].[NH4+:36].[NH4+]>CS(C)=O>[NH2:36][C:4]1[C:5]([F:30])=[C:6]([CH:28]=[CH:29][C:3]=1[C:1]#[N:2])[C:7]([NH:9][C:10]1[C:15]([CH3:16])=[CH:14][C:13]([C:17]([F:26])([C:22]([F:25])([F:24])[F:23])[C:18]([F:19])([F:21])[F:20])=[CH:12][C:11]=1[CH3:27])=[O:8] |f:1.2.3|. Procedure: To a solution of 4-cyano-2,3-difluoro-N-[2,6-dimethyl-4-(1,2,2,2-tetrafluoro-1-trifluoromethyl-ethyl)-phenyl]-benzamide (0.693 g, 1.53 mmol) (Example I11) in dimethyl-sulfoxide (2.32 ml) was added ammonium carbonate (69 mg, 1.75 mmol). The reaction mixture was heated to 100° C. for 16 hours. The reaction mixture was allowed to cool to ambient temperature and then partitioned between water and ethyl acetate. The organic phase was dried over sodium sulfate and concentrated. The residue was purifie... Yields the product CCCCCCCOc1ccc(C(=O)Cl)cc1OCCCCCCC. As a reaction SMILES: [CH2:1]([CH2:2][CH2:3][CH2:4][CH2:5][CH2:6][CH3:7])[O:8][c:9]1[cH:10][c:11]([C:12](=[O:13])[OH:14])[cH:15][cH:16][c:17]1[O:18][CH2:19][CH2:20][CH2:21][CH2:22][CH2:23][CH2:24][CH3:25].[CH2:32]([Cl:33])[Cl:34].[CH3:35][N:36]([CH3:37])[CH:38]=[O:39].[Cl:26][C:27]([C:28]([Cl:29])=[O:30])=[O:31]>>[CH2:1]([CH2:2][CH2:3][CH2:4][CH2:5][CH2:6][CH3:7])[O:8][c:9]1[cH:10][c:11]([C:12](=[O:13])[Cl:26])[cH:15][cH:16][c:17]1[O:18][CH2:19][CH2:20][CH2:21][CH2:22][CH2:23][CH2:24][CH3:25]. Starting materials: CCCCCCCOc1ccc(C(=O)O)cc1OCCCCCCC, ClCCl, CN(C)C=O, O=C(Cl)C(=O)Cl. Starting materials: CC=1C=C(C=CC1)CCC1=C(C=CC=C1)O (2-[2-(3-methylphenyl)ethyl]phenol), CC(C)([O-])C.[K+] (potassium t-butoxide), C(C1=CC=CC=C1)O[C@@H]1CC(N(C1)C(=O)OC(C)(C)C)COS(=O)(=O)C1=CC=C(C=C1)C ((4R)-4-benzyloxy-1-t-butoxycarbonyl-2-(p-toluenesulfonyloxymethyl)pyrrolidine). The solvent is CC(=O)N(C)C (dimethylacetamide). The product is C(C1=CC=CC=C1)O[C@@H]1CC(N(C1)C(=O)OC(C)(C)C)COC1=C(C=CC=C1)CCC1=CC(=CC=C1)C ((4R)-4-Benzyloxy-1-t-butoxycarbonyl-2-{2-[2-(3-methylphenyl) ethyl]phenoxymethyl}pyrrolidine). The yield is 59.2%. RXN SMILES: [CH3:1][C:2]1[CH:3]=[C:4]([CH2:8][CH2:9][C:10]2[CH:15]=[CH:14][CH:13]=[CH:12][C:11]=2[OH:16])[CH:5]=[CH:6][CH:7]=1.CC(C)([O-])C.[K+].[CH2:23]([O:30][C@H:31]1[CH2:35][N:34]([C:36]([O:38][C:39]([CH3:42])([CH3:41])[CH3:40])=[O:37])[CH:33]([CH2:43]OS(C2C=CC(C)=CC=2)(=O)=O)[CH2:32]1)[C:24]1[CH:29]=[CH:28][CH:27]=[CH:26][CH:25]=1>CC(N(C)C)=O>[CH2:23]([O:30][C@H:31]1[CH2:35][N:34]([C:36]([O:38][C:39]([CH3:42])([CH3:41])[CH3:40])=[O:37])[CH:33]([CH2:43][O:16][C:11]2[CH:12]=[CH:13][CH:14]=[CH:15][C:10]=2[CH2:9][CH2:8][C:4]2[CH:5]=[CH:6][CH:7]=[C:2]([CH3:1])[CH:3]=2)[CH2:32]1)[C:24]1[CH:25]=[CH:26][CH:27]=[CH:28][CH:29]=1 |f:1.2|. Procedure: Following a procedure similar to that described in Example 40(a), 400 mg of 2-[2-(3-methylphenyl)ethyl]phenol (prepared as described in Preparation 25), 232 mg of potassium t-butoxide and 870 mg of (4R)-4-benzyloxy-1-t-butoxycarbonyl-2-(p-toluenesulfonyloxymethyl)pyrrolidine were reacted in 25 ml of dimethylacetamide. The mixture was then worked up as described in Example 40(a), and the crude product thus obtained was purified by column chromatography through silica gel, using a 4:1 by volume mi...